From a dataset of the Open Reaction Database (ORD), a public repository of structured organic reaction records. describe an organic reaction: reactants, conditions, products, and yield Starting materials: N[C@H](C(=O)O)CC1=CC=C(C=C1)OCCC=1N=C(OC1C)C1=CC=CC=C1 ((2S)-2-amino-3-{4-[2-(5-methyl-2-phenyl-1,3oxazol-4-yl)ethoxy]phenyl}propanoic acid), [N+](=O)([O-])C=1C=C(C=CC1)C(C#CC)=O (1-(3-nitrophenyl)-2-butyn-1-one). Yields the product C/C(=C/C(=O)C1=CC(=CC=C1)[N+](=O)[O-])/N[C@H](C(=O)O)CC1=CC=C(C=C1)OCCC=1N=C(OC1C)C1=CC=CC=C1 ((2S)-2-{[(Z)-1-methyl-3-(3-nitrophenyl)-3-oxo-1-propenyl]amino}-3-{4-[2-(5-methyl-2-phenyl-1,3oxazol-4-yl)ethoxy]phenyl}propanoic acid), Example 25. Reaction SMILES: [NH2:1][C@@H:2]([CH2:6][C:7]1[CH:12]=[CH:11][C:10]([O:13][CH2:14][CH2:15][C:16]2[N:17]=[C:18]([C:22]3[CH:27]=[CH:26][CH:25]=[CH:24][CH:23]=3)[O:19][C:20]=2[CH3:21])=[CH:9][CH:8]=1)[C:3]([OH:5])=[O:4].[N+:28]([C:31]1[CH:32]=[C:33]([C:37](=[O:41])[C:38]#[C:39][CH3:40])[CH:34]=[CH:35][CH:36]=1)([O-:30])=[O:29]>>[CH3:40]/[C:39](/[NH:1][C@@H:2]([CH2:6][C:7]1[CH:12]=[CH:11][C:10]([O:13][CH2:14][CH2:15][C:16]2[N:17]=[C:18]([C:22]3[CH:27]=[CH:26][CH:25]=[CH:24][CH:23]=3)[O:19][C:20]=2[CH3:21])=[CH:9][CH:8]=1)[C:3]([OH:5])=[O:4])=[CH:38]/[C:37]([C:33]1[CH:34]=[CH:35][CH:36]=[C:31]([N+:28]([O-:30])=[O:29])[CH:32]=1)=[O:41]. Reported procedure: The title compound was prepared (as described above for the preparation of Example 12) from 120 mg (0.25 mmol) of Intermediate 45 and 48 mg (0.25 mmol) of Intermediate 42 to yield 67 mg of Example 25: TLC (DCM/MeOH (4:1): Rf=0.52; 1H NMR (DMSO-d6, 400 MHz) δ11.52 (d, 1H, J=9.1), 8.52 (s, 1H), 8.24 (d, 1H, J=8.2), 8.21 (d, 2H, J=7.7), 7.87 (d, 2H, J=7.7), 7.66 (t, 1H, J=7.9), 7.45 (m, 3H), 7.10 (d, 2H, J=8.2), 6.79 (d, 2H, J=8.3), 5.74 (s, 1H), 4.13 (t, 2H, J=6.6), 4.07 (br s, 1H), 3.15 (m, 1H), ... The reactants are ClCCl, CN(C)C=O, O=C(O)C(CC1CCCC1)c1ccc(Cl)c(Cl)c1, CCN(C(C)C)C(C)C, O=C(Cl)C(=O)Cl, Nc1ccccn1, C1CCOC1, O. Product: O=C(Nc1ccccn1)C(CC1CCCC1)c1ccc(Cl)c(Cl)c1. Reaction SMILES: [CH2:41]([Cl:42])[Cl:43].[CH3:50][N:51]([CH3:52])[CH:53]=[O:54].[CH:1]1([CH2:6][CH:7]([C:8](=[O:9])[OH:10])[c:11]2[cH:12][c:13]([Cl:18])[c:14]([Cl:17])[cH:15][cH:16]2)[CH2:2][CH2:3][CH2:4][CH2:5]1.[CH:32]([N:33]([CH2:34][CH3:35])[CH:36]([CH3:37])[CH3:38])([CH3:39])[CH3:40].[Cl:19][C:20]([C:21]([Cl:22])=[O:23])=[O:24].[NH2:25][c:26]1[n:27][cH:28][cH:29][cH:30][cH:31]1.[O:44]1[CH2:45][CH2:46][CH2:47][CH2:48]1.[OH2:49]>>[CH:1]1([CH2:6][CH:7]([C:8](=[O:10])[NH:25][c:26]2[n:27][cH:28][cH:29][cH:30][cH:31]2)[c:11]2[cH:12][c:13]([Cl:18])[c:14]([Cl:17])[cH:15][cH:16]2)[CH2:2][CH2:3][CH2:4][CH2:5]1.